From a dataset of the Open Reaction Database (ORD), a public repository of structured organic reaction records. describe an organic reaction: reactants, conditions, products, and yield Reactants: ClC=1C=C(C=2N(N1)C(=NN2)C)C(=O)OC (methyl 6-chloro-3-methyl-[1,2,4]triazolo[4,3-b]pyridazine-8-carboxylate), CN[C@@H](C)C1=CC=CC=C1 ((S)-N-methyl-1-phenylethanamine), O (Water). Solvent: CS(=O)C (DMSO). Yields the product CC1=NN=C2N1N=C(C=C2C(=O)OC)N([C@@H](C)C2=CC=CC=C2)C ((S)-methyl 3-methyl-6-(methyl(1-phenylethyl)amino)-[1,2,4]triazolo[4,3-b]pyridazine-8-carboxylate). Yield: 15.0%. RXN SMILES: Cl[C:2]1[CH:3]=[C:4]([C:12]([O:14][CH3:15])=[O:13])[C:5]2[N:6]([C:8]([CH3:11])=[N:9][N:10]=2)[N:7]=1.[CH3:16][NH:17][C@H:18]([C:20]1[CH:25]=[CH:24][CH:23]=[CH:22][CH:21]=1)[CH3:19].O>CS(C)=O>[CH3:11][C:8]1[N:6]2[N:7]=[C:2]([N:17]([CH3:16])[C@H:18]([C:20]3[CH:25]=[CH:24][CH:23]=[CH:22][CH:21]=3)[CH3:19])[CH:3]=[C:4]([C:12]([O:14][CH3:15])=[O:13])[C:5]2=[N:10][N:9]=1. Procedure details: A solution of methyl 6-chloro-3-methyl-[1,2,4]triazolo[4,3-b]pyridazine-8-carboxylate (2.0 g, 8.85 mmol) and (S)-N-methyl-1-phenylethanamine (2.39 g, 17.7 mmol; commercially available from Aldrich) in DMSO (20 mL) was heated at 130° C. in a microwave tube for 30 min. Water (100 mL) was added to the reaction mixture, and the product was extracted with EtOAc (3×100 mL). The combined EtOAc layers were concentrated and the residue was purified by flash chromatography (silica gel, 1% to 10% MeOH in C... Starting materials: CC(O)c1cc(C#N)cc2nc(-c3ccc(NC(=O)COC4CCN(C(=O)OC(C)(C)C)CC4)cc3)oc12, ClCCl. Yields the product CC(=O)c1cc(C#N)cc2nc(-c3ccc(NC(=O)COC4CCN(C(=O)OC(C)(C)C)CC4)cc3)oc12. RXN SMILES: [C:1](#[N:2])[c:3]1[cH:4][c:5]([CH:36]([CH3:37])[OH:38])[c:6]2[c:7]([n:8][c:9](-[c:11]3[cH:12][cH:13][c:14]([NH:17][C:18]([CH2:19][O:20][CH:21]4[CH2:22][CH2:23][N:24]([C:27](=[O:28])[O:29][C:30]([CH3:31])([CH3:32])[CH3:33])[CH2:25][CH2:26]4)=[O:34])[cH:15][cH:16]3)[o:10]2)[cH:35]1.[Cl:39][CH2:40][Cl:41]>>[C:1](#[N:2])[c:3]1[cH:4][c:5]([C:36]([CH3:37])=[O:38])[c:6]2[c:7]([n:8][c:9](-[c:11]3[cH:12][cH:13][c:14]([NH:17][C:18]([CH2:19][O:20][CH:21]4[CH2:22][CH2:23][N:24]([C:27](=[O:28])[O:29][C:30]([CH3:31])([CH3:32])[CH3:33])[CH2:25][CH2:26]4)=[O:34])[cH:15][cH:16]3)[o:10]2)[cH:35]1. Reactants: C(C)OC(C=CC1=C(C=C(C=C1)Cl)NS(=O)(=O)C1=CC=C(C=C1)C)=O (3-[4-chloro-2-(toluene-4-sulfonylamino)-phenyl]-acrylic acid ethyl ester), C([O-])([O-])=O.[K+].[K+] (potassium carbonate), BrCC(=O)C1=CC=C(C=C1)Cl (2-bromo-4′-chloroacetophenone), N12CCCCCC2=NCCC1 (1,8-diazabicyclo[5.4.0]undec-7-ene), Cl (hydrochloric acid). The solvent is C(C)(C)(C)OC (methyl t-butyl ether), hexanes, CN(C(C)=O)C (N,N-dimethylacetamide). Reaction conditions: time 30 minute. The product is C(C)OC(CC1=C(NC2=CC(=CC=C12)Cl)C(C1=CC=C(C=C1)Cl)=O)=O ([6-chloro-2-(4-chloro-benzoyl)-1H-indol-3-yl]-acetic acid ethyl ester). Isolated yield 81.4%. Reaction SMILES: [CH2:1]([O:3][C:4](=[O:25])[CH:5]=[CH:6][C:7]1[CH:12]=[CH:11][C:10]([Cl:13])=[CH:9][C:8]=1[NH:14]S(C1C=CC(C)=CC=1)(=O)=O)[CH3:2].C(=O)([O-])[O-].[K+].[K+].Br[CH2:33][C:34]([C:36]1[CH:41]=[CH:40][C:39]([Cl:42])=[CH:38][CH:37]=1)=[O:35].N12CCCN=C1CCCCC2.Cl>CN(C)C(=O)C.C(OC)(C)(C)C>[CH2:1]([O:3][C:4](=[O:25])[CH2:5][C:6]1[C:7]2[C:8](=[CH:9][C:10]([Cl:13])=[CH:11][CH:12]=2)[NH:14][C:33]=1[C:34](=[O:35])[C:36]1[CH:41]=[CH:40][C:39]([Cl:42])=[CH:38][CH:37]=1)[CH3:2] |f:1.2.3|. Procedure details: To a solution of 3-[4-chloro-2-(toluene-4-sulfonylamino)-phenyl]-acrylic acid ethyl ester (3.00 g, 7.90 mmol) in N,N-dimethylacetamide (15.0 ml) was added potassium carbonate (2.18 g, 15.8 mmol) and 2-bromo-4′-chloroacetophenone (2.03 g, 8.69 mmol). The reaction was stirred 30 minutes and 1,8-diazabicyclo[5.4.0]undec-7-ene (3.54 ml, 23.7 mmol) was added. The reaction mixture was stirred one hour, poured into 1N hydrochloric acid (30 ml) and extracted with methyl t-butyl ether (2×30 ml). The orga... Reactants: C(#N)[BH3-].[Na+] (Sodium cyanoborohydride), C(=O)(OC(C)(C)C)N1CCC(CC1)=O (1-boc-4-piperidone), Cl.C(C)OC(CN)=O (glycine ethyl ester hydrochloride). Solvent: CO (methanol). Reaction conditions: time 16 hour. Product: C(C)OC(CNC1CCN(CC1)C(=O)OC(C)(C)C)=O (tert-Butyl 4-[(2-ethoxy-2-oxoethyl)amino]piperidine-1-carboxylate). Yield: 83.5%. RXN SMILES: C([BH3-])#N.[Na+].[C:5]([N:12]1[CH2:17][CH2:16][C:15](=O)[CH2:14][CH2:13]1)([O:7][C:8]([CH3:11])([CH3:10])[CH3:9])=[O:6].Cl.[CH2:20]([O:22][C:23](=[O:26])[CH2:24][NH2:25])[CH3:21]>CO>[CH2:20]([O:22][C:23](=[O:26])[CH2:24][NH:25][CH:15]1[CH2:16][CH2:17][N:12]([C:5]([O:7][C:8]([CH3:11])([CH3:10])[CH3:9])=[O:6])[CH2:13][CH2:14]1)[CH3:21] |f:0.1,3.4|. Procedure details: Sodium cyanoborohydride (189 mg, 3.01 mmol) was added to a solution of 1-boc-4-piperidone (500 mg, 2.51 mmol) and glycine ethyl ester hydrochloride (350 mg, 2.51 mmol) in methanol (12.5 mL). After 16 h, the mixture was quenched with saturated ammonium chloride solution, concentrated, and partitioned between dichloromethane and saturated sodium bicarbonate solution. The organic layer was washed with brine, dried over magnesium sulfate, filtered, and concentrated. Purification by silica gel chroma... The reactants are ClC=1N=CC=C2C1OC=C2 (7-chlorofuro[2,3-c]pyridine), C[O-].[Na+] (Sodium methoxide). Run in O1CCOCC1 (1,4-dioxane), O (water). Yields the product COC=1N=CC=C2C1OC=C2 (7-Methoxyfuro[2,3-c]pyridine). Yield: 89.9%. As a reaction SMILES: Cl[C:2]1[N:3]=[CH:4][CH:5]=[C:6]2[CH:10]=[CH:9][O:8][C:7]=12.[CH3:11][O-:12].[Na+]>O1CCOCC1.O>[CH3:11][O:12][C:2]1[N:3]=[CH:4][CH:5]=[C:6]2[CH:10]=[CH:9][O:8][C:7]=12 |f:1.2|. Reported procedure: A solution of 7-chlorofuro[2,3-c]pyridine (1.1 g) was stirred at room temperature under dry nitrogen in 1,4-dioxane (40 ml). Sodium methoxide (1.2 g) was added and the resulting mixture heated at reflux overnight. The mixture was diluted with water (100 ml) then extracted with ethyl acetate (3×100 ml). The combined organic extracts were washed with brine (50 ml), dried over magnesium sulfate, filtered and the solvent removed in vacuo to give the title compound (0.96 g) as a brown oil. The reactants are O=C([O-])O, CCn1nnc2ccc(C(=O)O)cc21, CO, Cl, [Na+]. Product: CCn1nnc2ccc(C(=O)OC)cc21. RXN SMILES: [C:18](=[O:19])([OH:20])[O-:21].[CH2:1]([CH3:2])[n:3]1[n:4][n:5][c:6]2[c:7]1[cH:8][c:9]([C:12](=[O:13])[OH:14])[cH:10][cH:11]2.[CH3:16][OH:17].[ClH:15].[Na+:22]>>[CH2:1]([CH3:2])[n:3]1[n:4][n:5][c:6]2[c:7]1[cH:8][c:9]([C:12]([O:13][CH3:16])=[O:14])[cH:10][cH:11]2.